From a dataset of the Open Reaction Database (ORD), a public repository of structured organic reaction records. describe an organic reaction: reactants, conditions, products, and yield Reactants: C1CCOC1, CO, [Na+], [OH-], CCOC(=O)c1nc(N2CCc3cccc(C(=O)Nc4nc5ccccc5s4)c3C2)sc1CCOCc1ccccc1. Product: O=C(Nc1nc2ccccc2s1)c1cccc2c1CN(c1nc(C(=O)O)c(CCOCc3ccccc3)s1)CC2. RXN SMILES: [CH2:45]1[O:46][CH2:47][CH2:48][CH2:49]1.[CH3:50][OH:51].[Na+:44].[OH-:43].[s:1]1[c:2]([NH:10][C:11](=[O:12])[c:13]2[cH:14][cH:15][cH:16][c:17]3[c:22]2[CH2:21][N:20]([c:23]2[s:24][c:25]([CH2:33][CH2:34][O:35][CH2:36][c:37]4[cH:38][cH:39][cH:40][cH:41][cH:42]4)[c:26]([C:28](=[O:29])[O:30][CH2:31][CH3:32])[n:27]2)[CH2:19][CH2:18]3)[n:3][c:4]2[c:5]1[cH:6][cH:7][cH:8][cH:9]2>>[s:1]1[c:2]([NH:10][C:11](=[O:12])[c:13]2[cH:14][cH:15][cH:16][c:17]3[c:22]2[CH2:21][N:20]([c:23]2[s:24][c:25]([CH2:33][CH2:34][O:35][CH2:36][c:37]4[cH:38][cH:39][cH:40][cH:41][cH:42]4)[c:26]([C:28](=[O:29])[OH:30])[n:27]2)[CH2:19][CH2:18]3)[n:3][c:4]2[c:5]1[cH:6][cH:7][cH:8][cH:9]2. Starting materials: BrC=1C=NC=2N(C1)N=C(C2)C(=O)O (6-bromo-pyrazolo[1,5-a]pyrimidine-2-carboxylic acid), N1(CCOCC1)C=1C=CC=C2CCNCC12 (8-morpholin-4-yl-1,2,3,4-tetrahydro-isoquinoline). The product is BrC=1C=NC=2N(C1)N=C(C2)C(=O)N2CC1=C(C=CC=C1CC2)N2CCOCC2 ((6-Bromo-pyrazolo[1,5-a]pyrimidin-2-yl)-(8-morpholin-4-yl-3,4-dihydro-1H-isoquinolin-2-yl)-methanone). Reaction SMILES: [Br:1][C:2]1[CH:3]=[N:4][C:5]2[N:6]([N:8]=[C:9]([C:11]([OH:13])=O)[CH:10]=2)[CH:7]=1.[N:14]1([C:20]2[CH:21]=[CH:22][CH:23]=[C:24]3[C:29]=2[CH2:28][NH:27][CH2:26][CH2:25]3)[CH2:19][CH2:18][O:17][CH2:16][CH2:15]1>>[Br:1][C:2]1[CH:3]=[N:4][C:5]2[N:6]([N:8]=[C:9]([C:11]([N:27]3[CH2:26][CH2:25][C:24]4[C:29](=[C:20]([N:14]5[CH2:19][CH2:18][O:17][CH2:16][CH2:15]5)[CH:21]=[CH:22][CH:23]=4)[CH2:28]3)=[O:13])[CH:10]=2)[CH:7]=1. Reported procedure: In close analogy to the procedure described in Example 1, 6-bromo-pyrazolo[1,5-a]pyrimidine-2-carboxylic acid is reacted with 8-morpholin-4-yl-1,2,3,4-tetrahydro-isoquinoline to provide the title compound in moderate yield. The reactants are O[C@H]1CC(C[C@H](C1)O[Si](C)(C)C(C)(C)C)=O (3-hydroxy-5-(tert-butyldimethyl silyloxy)-(3R,5S)-cyclohexan-1-one), ClC1=CC(=CC=C1)C(=O)OO (m-chloroperbezoic acid). Run at time 20 hour. Product: OC[C@H]1C[C@@H](CC(O1)=O)O[Si](C)(C)C(C)(C)C (6-hydroxymethyl-4-(tert-butyldimethylsilyloxy)-(4S,6R)-tetrahydro-2H-2-pyranone). As a reaction SMILES: [OH:1][C@@H:2]1[CH2:7][C@H:6]([O:8][Si:9]([C:12]([CH3:15])([CH3:14])[CH3:13])([CH3:11])[CH3:10])[CH2:5][C:4](=[O:16])[CH2:3]1.ClC1C=CC=C(C(OO)=[O:25])C=1>>[OH:25][CH2:3][C@@H:4]1[O:16][C:2](=[O:1])[CH2:7][C@@H:6]([O:8][Si:9]([C:12]([CH3:13])([CH3:14])[CH3:15])([CH3:10])[CH3:11])[CH2:5]1. Procedure: reacting 3-hydroxy-5-(tert-butyldimethyl silyloxy)-(3R,5S)-cyclohexan-1-one having formula 7 with m-chloroperbezoic acid at room temperature for the period ranging from 16-24 hours, extracting with organic layer, washing with sodium metabisulphite, brine, drying and on evaporation to obtain 6-hydroxymethyl-4-(tert-butyldimethylsilyloxy)-(4S,6R)-tetrahydro-2H-2-pyranone having formula 1, Starting materials: C(C)S (ethanethiol), [H-].[Na+] (sodium hydride), magnesium alkoxide, C(C)[Mg]Br (ethylmagnesium bromide), COC1=CC2=C3[C@H](C(C[C@@H](C3=CN=C2C=C1)C)(OC)OC)O ((7S,10R)-7,8,9,10-Tetrahydro-2,9,9-trimethoxy-7-methyl-10-phenanthridinol). Run in CN(C=O)C (N,N-dimethylformamide), O1CCCC1 (tetrahydrofuran), O1CCCC1 (tetrahydrofuran), O1CCCC1 (tetrahydrofuran). Conditions: temperature -78 celsius, time 10 minute. Product: COC1(C[C@@H](C2=CN=C3C=CC(=CC3=C2[C@H]1O)O)C)OC ((7S,10R)-7,8,9,10-Tetrahydro-9,9-dimethoxy-7-methyl-2,10-phenanthridinediol). Yield: 70.8%. As a reaction SMILES: C([Mg]Br)C.C[O:6][C:7]1[CH:20]=[CH:19][C:18]2[C:9](=[C:10]3[C:15](=[CH:16][N:17]=2)[C@@H:14]([CH3:21])[CH2:13][C:12]([O:24][CH3:25])([O:22][CH3:23])[C@@H:11]3[OH:26])[CH:8]=1.[H-].[Na+].C(S)C>O1CCCC1.CN(C)C=O>[CH3:25][O:24][C:12]1([O:22][CH3:23])[C@H:11]([OH:26])[C:10]2[C:15](=[CH:16][N:17]=[C:18]3[C:9]=2[CH:8]=[C:7]([OH:6])[CH:20]=[CH:19]3)[C@@H:14]([CH3:21])[CH2:13]1 |f:2.3|. Reported procedure: A solution of ethylmagnesium bromide in tetrahydrofuran (1.0M, 8.90 mL, 8.90 mmol, 1.10 equiv) was added by syringe to a solution of (7S,10R)-7,8,9,10-tetrahydro-2,9,9-trimethoxy-7-methyl-10-phenanthridinol (15, 2.46 g, 8.10 mmol, 1 equiv) in tetrahydrofuran (5 mL) at -78° C. The reaction flask was transferred to an ice bath for 10 min, then was cooled to -78° C. A 100-mL flame-dried Schlenk-type flask was charged with sodium hydride (1.17 g, 48.7 mmol, 6.00 equiv) and N,N-dimethylformamide (20 ... Run in C(C)O (ethanol). The reagents and catalysts are [Zn] (Zinc). Procedure: Zinc powder and ammonium chloride were added to an aqueous ethanol solution of 1-(4-nitrophenyl)-3,5-bis(trifluoromethyl)-1H-pyrazole under ice-cooling, followed by stirring at 20° C. or below for 30 minutes. The insoluble matter in the reaction solution was removed by celite filtration, and then the filtrate was treated in the usual way to give 1-(4-hydroxyaminophenyl)-3,5-bis(trifluoromethyl)-1H-pyrazole as a colorless solid. Conditions: time 30 minute. Reaction SMILES: [Cl-].[NH4+].[N+:3]([C:6]1[CH:11]=[CH:10][C:9]([N:12]2[C:16]([C:17]([F:20])([F:19])[F:18])=[CH:15][C:14]([C:21]([F:24])([F:23])[F:22])=[N:13]2)=[CH:8][CH:7]=1)([O-])=[O:4]>[Zn].C(O)C>[OH:4][NH:3][C:6]1[CH:7]=[CH:8][C:9]([N:12]2[C:16]([C:17]([F:18])([F:19])[F:20])=[CH:15][C:14]([C:21]([F:24])([F:22])[F:23])=[N:13]2)=[CH:10][CH:11]=1 |f:0.1|. Product: ONC1=CC=C(C=C1)N1N=C(C=C1C(F)(F)F)C(F)(F)F (1-(4-hydroxyaminophenyl)-3,5-bis(trifluoromethyl)-1H-pyrazole). The reactants are [Cl-].[NH4+] (ammonium chloride), [N+](=O)([O-])C1=CC=C(C=C1)N1N=C(C=C1C(F)(F)F)C(F)(F)F (1-(4-nitrophenyl)-3,5-bis(trifluoromethyl)-1H-pyrazole). Isolated yield 84.4%. The reactants are C(C1=CC=CC=C1)(C1=CC=CC=C1)OC1CCN(CC1)CCN1C(C2=CC=CC=C2C1=O)=O (2-[2-(4-benzhydryloxy-piperidin-1-yl)-ethyl]-isoindole-1,3-dione), O.NN (hydrazine hydrate). Solvent: C(C)O (ethanol). Product: crude product, C(C1=CC=CC=C1)(C1=CC=CC=C1)OC1CCN(CC1)CCN (2-(4-benzhydryloxy-piperidin-1-yl)-ethylamine). Reaction SMILES: [CH:1]([O:14][CH:15]1[CH2:20][CH2:19][N:18]([CH2:21][CH2:22][N:23]2C(=O)C3C(=CC=CC=3)C2=O)[CH2:17][CH2:16]1)([C:8]1[CH:13]=[CH:12][CH:11]=[CH:10][CH:9]=1)[C:2]1[CH:7]=[CH:6][CH:5]=[CH:4][CH:3]=1.O.NN>C(O)C>[CH:1]([O:14][CH:15]1[CH2:20][CH2:19][N:18]([CH2:21][CH2:22][NH2:23])[CH2:17][CH2:16]1)([C:8]1[CH:13]=[CH:12][CH:11]=[CH:10][CH:9]=1)[C:2]1[CH:7]=[CH:6][CH:5]=[CH:4][CH:3]=1 |f:1.2|. Procedure details: 2-[2-(4-benzhydryloxy-piperidin-1-yl)-ethyl]-isoindole-1,3-dione (0.548 g, 1.24 mmol) was dissolved in ethanol (2 ml), followed by the addition of hydrazine hydrate (large excess, 2-3 ml). The solution was refluxed for 2 hours. The white solid was precipitated. After cooling to the room temperature, the white solid was filtered off and washed with small amount of ethanol. The filtrates were combined and concentrated. The resulted residue was dissolved in toluene (100 ml). The solution was washed... The solvent is O (water), C(C)O (ethanol), O (water), COCCOCCOC (diglyme). Reported procedure: 150 g of α-(2-methoxy-phenoxy)-phenyl acetaldehyde dissolved in approximately 1800 ml of diglyme was stirred with 176.5 g of sodium metabisulphite in 550 ml of water and 200 ml of ethanol at 50° C. for 16 hours. The whole was cooled to room temperature and addition was made of 44.4 g of potassium cyanide in 200 ml of water. The whole was stirred at 90° C. (external temperature) for 5 hours, concentrated to approximately 800 ml and poured into water: extraction was performed with 4×750 ml of ethy... Yields the product OC(C#N)C(OC1=C(C=CC=C1)OC)C1=CC=CC=C1 (2-hydroxy-3-phenyl-3-(2-methoxy-phenoxy)-propionitrile). Yield: 93.9%. Reaction SMILES: [CH3:1][O:2][C:3]1[CH:18]=[CH:17][CH:16]=[CH:15][C:4]=1[O:5][CH:6]([C:9]1[CH:14]=[CH:13][CH:12]=[CH:11][CH:10]=1)[CH:7]=[O:8].S(S([O-])=O)([O-])(=O)=O.[Na+].[Na+].[C-:28]#[N:29].[K+]>COCCOCCOC.O.C(O)C>[OH:8][CH:7]([CH:6]([C:9]1[CH:10]=[CH:11][CH:12]=[CH:13][CH:14]=1)[O:5][C:4]1[CH:15]=[CH:16][CH:17]=[CH:18][C:3]=1[O:2][CH3:1])[C:28]#[N:29] |f:1.2.3,4.5|. Starting materials: S(=O)(=O)([O-])S(=O)[O-].[Na+].[Na+] (sodium metabisulphite), COC1=C(OC(C=O)C2=CC=CC=C2)C=CC=C1 (α-(2-methoxy-phenoxy)-phenyl acetaldehyde), [C-]#N.[K+] (potassium cyanide). Conditions: time 5 hour. The product is c1ccc(N2CCN(Cc3ccc(-c4nc(CC5CCN(C6CCCC6)CC5)no4)cc3)CC2)cc1. As a reaction SMILES: [Cl:1][CH2:2][c:3]1[cH:4][cH:5][c:6](-[c:9]2[n:10][c:11]([CH2:14][CH:15]3[CH2:16][CH2:17][N:18]([CH:21]4[CH2:22][CH2:23][CH2:24][CH2:25]4)[CH2:19][CH2:20]3)[n:12][o:13]2)[cH:7][cH:8]1.[c:26]1([N:32]2[CH2:33][CH2:34][NH:35][CH2:36][CH2:37]2)[cH:27][cH:28][cH:29][cH:30][cH:31]1>>[CH2:2]([c:3]1[cH:4][cH:5][c:6](-[c:9]2[n:10][c:11]([CH2:14][CH:15]3[CH2:16][CH2:17][N:18]([CH:21]4[CH2:22][CH2:23][CH2:24][CH2:25]4)[CH2:19][CH2:20]3)[n:12][o:13]2)[cH:7][cH:8]1)[N:35]1[CH2:34][CH2:33][N:32]([c:26]2[cH:27][cH:28][cH:29][cH:30][cH:31]2)[CH2:37][CH2:36]1. Starting materials: ClCc1ccc(-c2nc(CC3CCN(C4CCCC4)CC3)no2)cc1, c1ccc(N2CCNCC2)cc1. Reactants: [F-].C(CCC)[N+](CCCC)(CCCC)CCCC (Tetra-n-butylammonium fluoride), C(C)(C)[Si](N1C=C(C2=CC=CC=C12)C[C@@H](CCC)NCCC)(C(C)C)C(C)C ((R)-1-(1-triisopropylsilylindole-3-yl)-2-propylaminopentane), C(O)([O-])=O.[Na+] (sodium hydrogen carbonate), C(C)OCC (diethyl ether). Run in O1CCCC1 (tetrahydrofuran). Product: N1C=C(C2=CC=CC=C12)C[C@@H](CCC)NCCC ((R)-1-(3-indolyl)-2-propylaminopentane). Isolated yield 96.2%. Reaction SMILES: [F-].C([N+](CCCC)(CCCC)CCCC)CCC.C([Si](C(C)C)(C(C)C)[N:23]1[C:31]2[C:26](=[CH:27][CH:28]=[CH:29][CH:30]=2)[C:25]([CH2:32][C@H:33]([NH:37][CH2:38][CH2:39][CH3:40])[CH2:34][CH2:35][CH3:36])=[CH:24]1)(C)C.C(=O)([O-])O.[Na+].C(OCC)C>O1CCCC1>[NH:23]1[C:31]2[C:26](=[CH:27][CH:28]=[CH:29][CH:30]=2)[C:25]([CH2:32][C@H:33]([NH:37][CH2:38][CH2:39][CH3:40])[CH2:34][CH2:35][CH3:36])=[CH:24]1 |f:0.1,3.4|. Procedure details: Tetra-n-butylammonium fluoride (9.64 g) was added to a solution of (R)-1-(1-triisopropylsilylindole-3-yl)-2-propylaminopentane (9.85 g) in tetrahydrofuran (45 mL) under stirring at room temperature and then stirred at room temperature for 50 minutes. A saturated aqueous sodium hydrogen carbonate solution (20 mL) and diethyl ether (40 mL) were added to the resulting solution. The organic layer was separated, washed with a saturated aqueous sodium hydrogen carbonate solution, dried over anhydrous ... The reactants are S1C(=NC2=C1C=CC=C2)OCC2CNCCC2 (3-[(benzothiazol-2-yl)oxymethyl]piperidine), COC(=O)C=1C=C(C=CC1)OB(O)O (3-(methoxycarbonyl)phenylboric acid). The product is S1C(=NC2=C1C=CC=C2)OCC2CN(CCC2)C=2C=C(C(=O)OC)C=CC2 (Methyl 3-[3-[(benzothiazol-2-yl)oxymethyl]piperidin-1-yl]benzoate). The yield is 19.7%. RXN SMILES: [S:1]1[C:5]2[CH:6]=[CH:7][CH:8]=[CH:9][C:4]=2[N:3]=[C:2]1[O:10][CH2:11][CH:12]1[CH2:17][CH2:16][CH2:15][NH:14][CH2:13]1.[CH3:18][O:19][C:20]([C:22]1[CH:23]=[C:24](OB(O)O)[CH:25]=[CH:26][CH:27]=1)=[O:21]>>[S:1]1[C:5]2[CH:6]=[CH:7][CH:8]=[CH:9][C:4]=2[N:3]=[C:2]1[O:10][CH2:11][CH:12]1[CH2:17][CH2:16][CH2:15][N:14]([C:26]2[CH:27]=[C:22]([CH:23]=[CH:24][CH:25]=2)[C:20]([O:19][CH3:18])=[O:21])[CH2:13]1. Procedure: Using 3-[(benzothiazol-2-yl)oxymethyl]piperidine (58.0 mg, 0.234 mmol) and 3-(methoxycarbonyl)phenylboric acid (84.2 mg, 0.468 mmol), the same procedure was followed as in Example 2 to give 17.6 mg (20%) of the desired compound as a colorless oil.